This data is from the Open Reaction Database (ORD), a public repository of structured organic reaction records. The task is: describe an organic reaction: reactants, conditions, products, and yield The reactants are C(C1=CC=CC=C1)OC1=C(C=C2CCN(C(C2=C1)C1(CCC1)C1=C(C=CC=C1)SC)C)OC (7-Benzyloxy-6-methoxy-2-methyl-1-[1-(2-methylthiophenyl) cyclobutyl]-1,2,3,4-tetrahydroisoquinoline), Br (hydrobromic acid). The solvent is C(C)(=O)O (acetic acid). Yields the product Br.OC=1C=C2CCN(C(C2=CC1O)C1(CCC1)C1=C(C=CC=C1)SC)C (6,7-dihydroxy-2-methyl-1-[1-(2-methylthiophenyl )cyclobutyl]-1,2,3,4-tetrahydroisoquinoline hydrobromide). As a reaction SMILES: C([O:8][C:9]1[CH:18]=[C:17]2[C:12]([CH2:13][CH2:14][N:15]([CH3:31])[CH:16]2[C:19]2([C:23]3[CH:28]=[CH:27][CH:26]=[CH:25][C:24]=3[S:29][CH3:30])[CH2:22][CH2:21][CH2:20]2)=[CH:11][C:10]=1[O:32]C)C1C=CC=CC=1.[BrH:34]>C(O)(=O)C>[BrH:34].[OH:32][C:10]1[CH:11]=[C:12]2[C:17](=[CH:18][C:9]=1[OH:8])[CH:16]([C:19]1([C:23]3[CH:28]=[CH:27][CH:26]=[CH:25][C:24]=3[S:29][CH3:30])[CH2:20][CH2:21][CH2:22]1)[N:15]([CH3:31])[CH2:14][CH2:13]2 |f:3.4|. Procedure details: 7-Benzyloxy-6-methoxy-2-methyl-1-[1-(2-methylthiophenyl) cyclobutyl]-1,2,3,4-tetrahydroisoquinoline (1.7 g) was heated under reflux for 2 hours with 48% aqueous hydrobromic acid (15 ml) and glacial acetic acid (15 ml). The solvents were removed by evaporation in vacuo and the residue dried by azeotropic distillation with propan-2-ol. The residue was then dissolved in propan-2-ol, decolourised with charcoal and the solvent evaporated to yield 6,7-dihydroxy-2-methyl-1-[1-(2-methylthiophenyl )cyclo... The reactants are CO, [H][H], O=C1NC(=O)c2c1cccc2[N+](=O)[O-], O=C1NC(=O)c2cc([N+](=O)[O-])ccc21, [Pd]. Yields the product Nc1ccc2c(c1)C(=O)NC2=O. RXN SMILES: [CH3:32][OH:33].[H:15][H:16].[N+:17]([c:18]1[cH:19][cH:20][cH:21][c:22]2[c:27]1[C:25](=[O:26])[NH:24][C:23]2=[O:28])([O-:29])=[O:30].[N+:1]([O-:2])(=[O:3])[c:4]1[cH:5][c:6]2[c:7]([cH:13][cH:14]1)[C:8](=[O:9])[NH:10][C:11]2=[O:12].[Pd:31]>>[NH2:1][c:4]1[cH:5][c:6]2[c:7]([cH:13][cH:14]1)[C:8](=[O:9])[NH:10][C:11]2=[O:12]. Reactants: CO, [Cl-], CC(C)n1cc(C(=O)N2CCN(c3nccnc3-c3ccc(F)cc3)CC2)cn1, [NH4+]. Product: Cl, CC(C)n1cc(CN2CCN(c3nccnc3-c3ccc(F)cc3)CC2)cn1. As a reaction SMILES: [CH3:32][OH:33].[Cl-:30].[F:1][c:2]1[cH:3][cH:4][c:5](-[c:8]2[c:9]([N:14]3[CH2:15][CH2:16][N:17]([C:20](=[O:21])[c:22]4[cH:23][n:24][n:25]([CH:27]([CH3:28])[CH3:29])[cH:26]4)[CH2:18][CH2:19]3)[n:10][cH:11][cH:12][n:13]2)[cH:6][cH:7]1.[NH4+:31]>>[ClH:30].[F:1][c:2]1[cH:3][cH:4][c:5](-[c:8]2[c:9]([N:14]3[CH2:15][CH2:16][N:17]([CH2:20][c:22]4[cH:23][n:24][n:25]([CH:27]([CH3:28])[CH3:29])[cH:26]4)[CH2:18][CH2:19]3)[n:10][cH:11][cH:12][n:13]2)[cH:6][cH:7]1. Reactants: S1C(=NC2=C1C=CC=C2)C([C@@H](CCC2=CC=CC=C2)N)O ((1R)-1-[(RS)-(2-Benzothiazolyl)hydroxymethyl]-3-phenylpropylamine), C(=O)(OC(C)(C)C)N[C@H](CCCNC(=O)OC(C)(C)C)C(=O)O (N,N′-bis-Boc-D-ornithine). Product: C(=O)(OC(C)(C)C)N(C([C@@H](CCCNC(=O)OC(C)(C)C)N)=O)[C@H](CCC1=CC=CC=C1)C(O)C=1SC2=C(N1)C=CC=C2 (N,N′-Bis-Boc-(2R)-2,5-Diamino-N-[(1R)-1-[(RS)-(2-benzothiazolyl)hydroxymethyl]-3-phenylpropyl]valeramide). Reaction SMILES: [S:1]1[C:5]2[CH:6]=[CH:7][CH:8]=[CH:9][C:4]=2[N:3]=[C:2]1[CH:10]([OH:21])[C@H:11]([NH2:20])[CH2:12][CH2:13][C:14]1[CH:19]=[CH:18][CH:17]=[CH:16][CH:15]=1.C([NH:29][C@@H:30]([C:42](O)=[O:43])[CH2:31][CH2:32][CH2:33][NH:34][C:35]([O:37][C:38]([CH3:41])([CH3:40])[CH3:39])=[O:36])(OC(C)(C)C)=O>>[C:35]([N:20]([C@@H:11]([CH:10]([C:2]1[S:1][C:5]2[CH:6]=[CH:7][CH:8]=[CH:9][C:4]=2[N:3]=1)[OH:21])[CH2:12][CH2:13][C:14]1[CH:19]=[CH:18][CH:17]=[CH:16][CH:15]=1)[C:42](=[O:43])[C@H:30]([NH2:29])[CH2:31][CH2:32][CH2:33][NH:34][C:35]([O:37][C:38]([CH3:41])([CH3:40])[CH3:39])=[O:36])([O:37][C:38]([CH3:41])([CH3:40])[CH3:39])=[O:36]. Reported procedure: (1R)-1-[(RS)-(2-Benzothiazolyl)hydroxymethyl]-3-phenylpropylamine (72 mg) was coupled to N,N′-bis-Boc-D-ornithine to afford the title compound (11 mg) as a glassy solid: 1H NMR (400 MHz, CDCl3, 3:2 mixture of diastereomers) δ1.41 (s, 9H), 1.44 (s, 9H), 1.60 (m, 2H ), 1.19 (m, 4H), 2.20 (m, 2H), 2.72-2.91 (m, 2H), 4.11 (m, 1H), 4.31 (m, 0.4H), 4.41 (m, 0.6H), 5.06 (m, 0.6H), 5.19 (d, J=1.1 Hz, 0.4), 7.20 (m, 3H), 7.26 (m, 2H), 7.40 (t, J=8.5 Hz, 1H), 7.49 (t, J=9.3 Hz, 1H), 7.87 (d, J=8.3 Hz, 1H ... Starting materials: C(C1=CC=CC=C1)OCC(C=C)(O)COCC1=CC=CC=C1 (1-benzyloxy-2-benzyloxymethylbut-3-en-2-ol), S(=O)(Cl)Cl (thionyl chloride). Reagents/catalysts: CN(C)C=O (DMF). The solvent is C(Cl)Cl (CH2Cl2), C(Cl)Cl (CH2Cl2). Reaction conditions: time 0.5 hour. Yields the product C(C1=CC=CC=C1)OCC(=CCCl)COCC1=CC=CC=C1 (1-benzyloxy-2-benzyloxymethyl-4-chlorobut-2-ene). As a reaction SMILES: [CH2:1]([O:8][CH2:9][C:10]([CH2:14][O:15][CH2:16][C:17]1[CH:22]=[CH:21][CH:20]=[CH:19][CH:18]=1)(O)[CH:11]=[CH2:12])[C:2]1[CH:7]=[CH:6][CH:5]=[CH:4][CH:3]=1.S(Cl)([Cl:25])=O>C(Cl)Cl.CN(C=O)C>[CH2:1]([O:8][CH2:9][C:10]([CH2:14][O:15][CH2:16][C:17]1[CH:22]=[CH:21][CH:20]=[CH:19][CH:18]=1)=[CH:11][CH2:12][Cl:25])[C:2]1[CH:7]=[CH:6][CH:5]=[CH:4][CH:3]=1. Reported procedure: Crude 1-benzyloxy-2-benzyloxymethylbut-3-en-2-ol (1.42 g, 3.16 mmol) in 10 ml of CH2Cl2 was added to 0.71 g thionyl chloride (6 mmol) and 2 drops of DMF in 10 ml of CH2Cl2, and the solution was stirred for 0.5 h and evaporated in vacuum. Toluene was added and the mixture was evaporated in vacuum to yield crude 1-benzyloxy-2-benzyloxymethyl-4-chlorobut-2-ene. Reactants: Cl (HCl), CC(C)=C (isobutylene), OS(=O)(=O)O (H2SO4), C1(CCCCC1)C1=C(C[C@H](N)C(=O)O)C=CC=C1 (2-cyclohexyl-L-phenylalanine), amine, Cl (HCl). The solvent is O1CCOCC1 (1,4-dioxane). The product is C1(CCCCC1)C1=C(C[C@H](N)C(=O)OC(C)(C)C)C=CC=C1 (tert-butyl 2-cyclohexyl-L-phenylalaninate). The yield is 80.0%. Reaction SMILES: [CH:1]1([C:7]2[CH:18]=[CH:17][CH:16]=[CH:15][C:8]=2[CH2:9][C@@H:10]([C:12]([OH:14])=[O:13])[NH2:11])[CH2:6][CH2:5][CH2:4][CH2:3][CH2:2]1.Cl.[CH3:20][C:21](=[CH2:23])[CH3:22].OS(O)(=O)=O>O1CCOCC1>[CH:1]1([C:7]2[CH:18]=[CH:17][CH:16]=[CH:15][C:8]=2[CH2:9][C@@H:10]([C:12]([O:14][C:21]([CH3:23])([CH3:22])[CH3:20])=[O:13])[NH2:11])[CH2:6][CH2:5][CH2:4][CH2:3][CH2:2]1. Reported procedure: According to example 54, 0.73 g of 2-cyclohexyl-L-phenylalanine.HCl was treated with 25 mL of isobutylene in 25 mL of 1,4-dioxane in the presence of 0.4 mL of conc. H2SO4. Work-up followed by acidification of the free amine with ethereal HCl afforded 0.70 g (80%) of tert-butyl 2-cyclohexyl-L-phenylalaninate.HCl as a yellow foam. The reactants are CC(=O)c1ccc(OCCCBr)cc1, CC#N, Fc1ccc2c(C3CCNCC3)noc2c1, [K+], [K+], O=C([O-])[O-]. The product is CC(=O)c1ccc(OCCCN2CCC(c3noc4cc(F)ccc34)CC2)cc1. As a reaction SMILES: [Br:23][CH2:24][CH2:25][CH2:26][O:27][c:28]1[cH:29][cH:30][c:31]([C:34]([CH3:35])=[O:36])[cH:32][cH:33]1.[CH3:37][C:38]#[N:39].[F:1][c:2]1[cH:3][c:4]2[c:5]([c:6]([CH:9]3[CH2:10][CH2:11][NH:12][CH2:13][CH2:14]3)[n:7][o:8]2)[cH:15][cH:16]1.[K+:17].[K+:18].[O-:19][C:20]([O-:21])=[O:22]>>[F:1][c:2]1[cH:3][c:4]2[c:5]([c:6]([CH:9]3[CH2:10][CH2:11][N:12]([CH2:24][CH2:25][CH2:26][O:27][c:28]4[cH:29][cH:30][c:31]([C:34]([CH3:35])=[O:36])[cH:32][cH:33]4)[CH2:13][CH2:14]3)[n:7][o:8]2)[cH:15][cH:16]1.